This data is from the Open Reaction Database (ORD), a public repository of structured organic reaction records. The task is: describe an organic reaction: reactants, conditions, products, and yield Reactants: FC=1C(=NC=C(C1)Cl)C1=NN(C(=C1C)C(=O)OC)C (3-(3-fluoro-5-chloro-2-pyridyl)-4-methyl-5methoxycarbonyl-1-methyl-[1H]-pyrazole), Cl (hydrochloric acid), [OH-].[Na+] (sodium hydroxide), ice water. Solvent: CS(=O)C (dimethyl sulfoxide). Run at temperature 22 celsius, time 2 hour. Product: FC=1C(=NC=C(C1)Cl)C1=NN(C(=C1C)C(=O)O)C (3-(3-Fluoro-5-chloro-2-pyridyl)-4-methyl-5-carboxy-1-methyl-[1H]-pyrazole). Isolated yield 93.0%. RXN SMILES: [F:1][C:2]1[C:3]([C:9]2[C:13]([CH3:14])=[C:12]([C:15]([O:17]C)=[O:16])[N:11]([CH3:19])[N:10]=2)=[N:4][CH:5]=[C:6]([Cl:8])[CH:7]=1.[OH-].[Na+].Cl>CS(C)=O>[F:1][C:2]1[C:3]([C:9]2[C:13]([CH3:14])=[C:12]([C:15]([OH:17])=[O:16])[N:11]([CH3:19])[N:10]=2)=[N:4][CH:5]=[C:6]([Cl:8])[CH:7]=1 |f:1.2|. Reported procedure: 6.75 g of 3-(3-fluoro-5-chloro-2-pyridyl)-4-methyl-5methoxycarbonyl-1-methyl-[1H]-pyrazole are suspended in 40 ml of dimethyl sulfoxide. 14.3 ml of a 2 molar sodium hydroxide solution are added dropwise, while cooling occasionally in an ice-bath (temperature <30° C.). The thick yellow-brown suspension is stirred at 22° C. for 2 hours. The resulting suspension is then introduced into ice-water and the pH is brought to 1 with 2 molar hydrochloric acid. The slurry formed is filtered with suction an... The solvent is CO (methanol). Reported procedure: A mixture of 600 mg (0.0025 mole) of 5-(2-aminophenyl)-1H-pyrazole-3-carboxylic acid hydrochloride, 1.98 ml of carbon disulfide, 3.2 ml of pyridine and 0.16 ml of water are refluxed under N2 for 40 hours. The reaction mixture is stripped to dryness and the solid obtained is taken up in 175 ml methanol and filtered while hot. The clear light-yellow filtrate is concentrated down to a volume of 80 ml and cooled. The cotton-like precipitates are filtered and dried in vacuo over a 72 hour period at 8... The reactants are Cl.NC1=C(C=CC=C1)C1=CC(=NN1)C(=O)O (5-(2-aminophenyl)-1H-pyrazole-3-carboxylic acid hydrochloride), C(=S)=S (carbon disulfide), N1=CC=CC=C1 (pyridine), O (water). As a reaction SMILES: Cl.[NH2:2][C:3]1[CH:8]=[CH:7][CH:6]=[CH:5][C:4]=1[C:9]1[NH:13][N:12]=[C:11]([C:14]([OH:16])=[O:15])[CH:10]=1.[C:17](=S)=[S:18].N1C=CC=CC=1.O>CO>[S:18]=[C:17]1[N:13]2[N:12]=[C:11]([C:14]([OH:16])=[O:15])[CH:10]=[C:9]2[C:4]2[CH:5]=[CH:6][CH:7]=[CH:8][C:3]=2[NH:2]1 |f:0.1|. The product is S=C1NC=2C=CC=CC2C=2N1N=C(C2)C(=O)O (5,6-Dihydro-5-thioxopyrazolo[1,5-c]quinazoline-2-carboxylic acid). Starting materials: C1CCOC1, CS(C)=O, [H-], [Na+], O=S(=O)(Cl)c1ccccc1, c1ccc2[nH]ccc2c1. The product is O=S(=O)(c1ccccc1)n1ccc2ccccc21. Reaction SMILES: [CH2:26]1[O:27][CH2:28][CH2:29][CH2:30]1.[CH3:12][S:13]([CH3:14])=[O:15].[H-:11].[Na+:10].[c:16]1([S:22](=[O:23])(=[O:24])[Cl:25])[cH:17][cH:18][cH:19][cH:20][cH:21]1.[nH:1]1[cH:2][cH:3][c:4]2[cH:5][cH:6][cH:7][cH:8][c:9]12>>[n:1]1([S:22]([c:16]2[cH:17][cH:18][cH:19][cH:20][cH:21]2)(=[O:23])=[O:24])[cH:2][cH:3][c:4]2[cH:5][cH:6][cH:7][cH:8][c:9]12. Reactants: Cc1ccc(S(=O)(=O)Nc2ccc([N+](=O)[O-])cc2C#N)cc1, [H-], [Na+], CN(C)C=O, O, CCOS(=O)(=O)OCC. The product is CCN(c1ccc([N+](=O)[O-])cc1C#N)S(=O)(=O)c1ccc(C)cc1. Reaction SMILES: [C:3](#[N:4])[c:5]1[c:6]([NH:7][S:8](=[O:9])(=[O:10])[c:11]2[cH:12][cH:13][c:14]([CH3:17])[cH:15][cH:16]2)[cH:18][cH:19][c:20]([N+:22](=[O:23])[O-:24])[cH:21]1.[H-:1].[Na+:2].[O:35]=[CH:36][N:37]([CH3:38])[CH3:39].[OH2:34].[S:25]([O:26][CH2:27][CH3:28])([O:31][CH2:29][CH3:30])(=[O:32])=[O:33]>>[C:3](#[N:4])[c:5]1[c:6]([N:7]([S:8](=[O:9])(=[O:10])[c:11]2[cH:12][cH:13][c:14]([CH3:17])[cH:15][cH:16]2)[CH2:29][CH3:30])[cH:18][cH:19][c:20]([N+:22](=[O:23])[O-:24])[cH:21]1. The reactants are C(C#CCCCCCCCCCCCC)#N (2-pentadecynenitrile), Cl.NO (hydroxylamine hydrochloride), [OH-].[Na+] (NaOH). Solvent: C(C)O (ethanol), C(C)O (ethanol). Reaction conditions: temperature 25 celsius, time 22 hour. Yields the product NC1=CC(=NO1)CCCCCCCCCCCC (5-amino-3-dodecyl-isoxazole). The yield is 71.2%. RXN SMILES: [C:1](#[N:16])[C:2]#[C:3][CH2:4][CH2:5][CH2:6][CH2:7][CH2:8][CH2:9][CH2:10][CH2:11][CH2:12][CH2:13][CH2:14][CH3:15].Cl.[NH2:18][OH:19].[OH-].[Na+]>C(O)C>[NH2:16][C:1]1[O:19][N:18]=[C:3]([CH2:4][CH2:5][CH2:6][CH2:7][CH2:8][CH2:9][CH2:10][CH2:11][CH2:12][CH2:13][CH2:14][CH3:15])[CH:2]=1 |f:1.2,3.4|. Procedure: A solution of 2-pentadecynenitrile (10.0 g, 45.6 mmol) in ethanol (50 mL) was added to a stirred solution of hydroxylamine hydrochloride (3.8 g, 54.6 mmol) in 2.5 N NaOH (20.0 mL, 50.1 mmol). The resulting mixture was diluted with ethanol (100 mL) and stirred (22 hours, 25° C.). The obtained slurry was concentrated, then partitioned between ethyl acetate (300 mL) and brine (100 mL). The organic layer was dried (MgSO4), concentrated in vacuo, and chromatographed on silica (95:5 to 70:30 hexane:et... The reactants are Cl (Hydrogen chloride), NC1=C(C=C(C=N1)C=1C=NN(C1)C1CCN(CC1)C(=O)OC(C)(C)C)C=1OC2=C(N1)C=CC=C2CO (tert-butyl 4-[4-[6-amino-5-[7-(hydroxymethyl)-1,3-benzoxazol-2-yl]-3-pyridyl]pyrazol-1-yl]piperidine-1-carboxylate). Solvent: CC(C)O (propanol-2). Conditions: temperature 78 celsius. The product is NC1=NC=C(C=C1C=1OC2=C(N1)C=CC=C2CO)C=2C=NN(C2)C2CCNCC2 ([2-[2-amino-5-[1-(4-piperidyl)pyrazol-4-yl]-3-pyridyl]-1,3-benzoxazol-7-yl]methanol). Yield: 62.1%. Reaction SMILES: Cl.[NH2:2][C:3]1[N:8]=[CH:7][C:6]([C:9]2[CH:10]=[N:11][N:12]([CH:14]3[CH2:19][CH2:18][N:17](C(OC(C)(C)C)=O)[CH2:16][CH2:15]3)[CH:13]=2)=[CH:5][C:4]=1[C:27]1[O:28][C:29]2[C:35]([CH2:36][OH:37])=[CH:34][CH:33]=[CH:32][C:30]=2[N:31]=1>CC(O)C>[NH2:2][C:3]1[C:4]([C:27]2[O:28][C:29]3[C:35]([CH2:36][OH:37])=[CH:34][CH:33]=[CH:32][C:30]=3[N:31]=2)=[CH:5][C:6]([C:9]2[CH:10]=[N:11][N:12]([CH:14]3[CH2:19][CH2:18][NH:17][CH2:16][CH2:15]3)[CH:13]=2)=[CH:7][N:8]=1. Procedure details: 7N Hydrogen chloride in propanol-2 (1083 μl) was added to tert-butyl 4-[4-[6-amino-5-[7-(hydroxymethyl)-1,3-benzoxazol-2-yl]-3-pyridyl]pyrazol-1-yl]piperidine-1-carboxylate (93 mg). The mixture was heated at 78° C. for 1 hour. The solvent was evaporated under reduced pressure. A solution of 7N methanolic ammonia was added to the mixture at 0° C. The mixture was adsorbed on silica gel. The crude product was purified by flash chromatography on silica gel eluting with 2 to 10% methanolic ammonia (7... The reactants are N1(C=NC=C1)CC1=C(N=C2N1C=C(C=C2)C)C2=CC=C(C=C2)C (3-((1H-imidazol-1-yl)methyl)-6-methyl-2-p-tolylimidazo[1,2-a]pyridine), COC(=O)C1=CC2=C(N1)C=CO2.Cl.ClCC2=C(N=C1N2C=CC=C1)C1=CC=C(C=C1)Cl (3-(chloromethyl)-2-(4-chlorophenyl)imidazo[1,2-a]pyridine hydrochloride methyl 4H-furo[3,2-b]pyrrole-5-carboxylate). Product: ClC1=CC=C(C=C1)C=1N=C2N(C=CC=C2)C1CN1C2=C(C=C1C(=O)OC)OC=C2 (Methyl 4-((2-(4-chlorophenyl)imidazo[1,2-a]pyridin-3-yl)methyl)-4H-furo[3,2-b]pyrrole-5-carboxylate). Reaction SMILES: N1(CC2N3C=C(C)C=CC3=NC=2C2C=CC(C)=CC=2)C=CN=C1.[CH3:24][O:25][C:26]([C:28]1[NH:32][C:31]2[CH:33]=[CH:34][O:35][C:30]=2[CH:29]=1)=[O:27].Cl.Cl[CH2:38][C:39]1[N:43]2[CH:44]=[CH:45][CH:46]=[CH:47][C:42]2=[N:41][C:40]=1[C:48]1[CH:53]=[CH:52][C:51]([Cl:54])=[CH:50][CH:49]=1>>[Cl:54][C:51]1[CH:50]=[CH:49][C:48]([C:40]2[N:41]=[C:42]3[CH:47]=[CH:46][CH:45]=[CH:44][N:43]3[C:39]=2[CH2:38][N:32]2[C:28]([C:26]([O:25][CH3:24])=[O:27])=[CH:29][C:30]3[O:35][CH:34]=[CH:33][C:31]2=3)=[CH:53][CH:52]=1 |f:1.2.3|. Procedure details: The title compound was prepared according to Method A and the experimentals described for compound 1 from 3-(chloromethyl)-2-(4-chlorophenyl)imidazo[1,2-a]pyridine hydrochloride methyl 4H-furo[3,2-b]pyrrole-5-carboxylate. M/e+ 406 for C22H17ClN3O3 (M+H)+; 1H-NMR (400 MHz, CDCl3) δ 9.18 (s, 1H), 7.95 (d, J=7.71 Hz, 1H), 7.71 (d, J=8.4 Hz, 2H), 7.63 (t, J=8.8 Hz, 1H), 7.39 (d, J=8.4 Hz, 2H), 7.22 (m, 2H), 6.82 (t, J=6.6 Hz, 1H), 5.98 (s, 1H), 4.45 (s, 2H), 3.83 (s, 3H) ppm.